This data is from the Open Reaction Database (ORD), a public repository of structured organic reaction records. The task is: describe an organic reaction: reactants, conditions, products, and yield Starting materials: N(=O)[O-].[Na+] (NaNO2), [OH-].[K+] (KOH), NC=1C=C(C(=O)O)C=CC1NC (3-Amino-4-(methylamino)benzoic acid), o-arylenediamine, Cl (HCl). The solvent is O (water), O (water), O (water). Conditions: temperature 0 celsius, time 2 hour. Yields the product CN1N=NC2=C1C=CC(=C2)C(=O)O (1-Methyl-1H-benzo[d][1,2,3]triazole-5-carboxylic acid). The yield is 18.4%. Reaction SMILES: [NH2:1][C:2]1[CH:3]=[C:4]([CH:8]=[CH:9][C:10]=1[NH:11][CH3:12])[C:5]([OH:7])=[O:6].Cl.[N:14]([O-])=O.[Na+].[OH-].[K+]>O>[CH3:12][N:11]1[C:10]2[CH:9]=[CH:8][C:4]([C:5]([OH:7])=[O:6])=[CH:3][C:2]=2[N:1]=[N:14]1 |f:2.3,4.5|. Reported procedure: To a stirred suspension of the diamine 280 (1.08 g; 6.48 mmol) (or any other o-arylenediamine) in water (25 mL) at 0° C., concentrated HCl (5.4 mL) was added drop wise followed by slow addition of a solution of NaNO2 (643 mg; 9.3 mmol) in water (10 mL). The reaction mixture was stirred at 0° C. for 2 h and then was allowed to warm up to 10° C. over 4 h; neutralized with a solution of KOH (5.6 g) in water (30 mL) (final pH=6); concentrated and purified by preparative HPLC in reverse phase mode (c... The reactants are FC=1C=CC=2N(C(N(CC2N1)CC1=CC=C(C=C1)OC)=O)C1=CC=CC=C1 (6-Fluoro-3-(4-methoxy-benzyl)-1-phenyl-3,4-dihydro-1H-pyrido[3,2-d]pyrimidin-2-one), C(=O)(C(F)(F)F)O (TFA). The product is FC=1C=CC=2N(C(NCC2N1)=O)C1=CC=CC=C1 (6-fluoro-1-phenyl-3,4-dihydro-1H-pyrido[3,2-d]pyrimidin-2-one). Yield: 59.4%. RXN SMILES: [F:1][C:2]1[CH:3]=[CH:4][C:5]2[N:6]([C:22]3[CH:27]=[CH:26][CH:25]=[CH:24][CH:23]=3)[C:7](=[O:21])[N:8](CC3C=CC(OC)=CC=3)[CH2:9][C:10]=2[N:11]=1.C(O)(C(F)(F)F)=O>>[F:1][C:2]1[CH:3]=[CH:4][C:5]2[N:6]([C:22]3[CH:27]=[CH:26][CH:25]=[CH:24][CH:23]=3)[C:7](=[O:21])[NH:8][CH2:9][C:10]=2[N:11]=1. Reported procedure: 6-Fluoro-3-(4-methoxy-benzyl)-1-phenyl-3,4-dihydro-1H-pyrido[3,2-d]pyrimidin-2-one (300 mg, 0.83 mmol) was deprotected according to the method of General procedure 1 (TFA deprotection). The free base was isolated and purified by column chromatography (SiO2, eluted with petrol—EtOAc 0-100%) to afford 6-fluoro-1-phenyl-3,4-dihydro-1H-pyrido[3,2-d]pyrimidin-2-one (120 mg). MS: [M+H]+=244. Starting materials: C1CCOC1, Fc1cccc(C2=CCC3(CC2)OCCO3)c1. Product: Fc1cccc(C2CCC3(CC2)OCCO3)c1. Reaction SMILES: [CH2:18]1[O:19][CH2:20][CH2:21][CH2:22]1.[F:1][c:2]1[cH:3][c:4]([C:8]2=[CH:9][CH2:10][C:11]3([O:12][CH2:13][CH2:14][O:15]3)[CH2:16][CH2:17]2)[cH:5][cH:6][cH:7]1>>[F:1][c:2]1[cH:3][c:4]([CH:8]2[CH2:9][CH2:10][C:11]3([O:12][CH2:13][CH2:14][O:15]3)[CH2:16][CH2:17]2)[cH:5][cH:6][cH:7]1. Starting materials: [OH-].[NH4+] (ammonium hydroxide), N(=O)[O-].[Na+] (Sodium nitrite), NC=1C(=NC=C(C1)CC=1C=NC=CC1)NCCCCC1=NC=C(C=C1C)Br (3-amino-2-[4-(5-bromo-3-methylpyrid-2-yl)butylamino]-5-(pyrid-3-ylmethyl)pyridine). Run in O (water), S(O)(O)(=O)=O (sulphuric acid). Conditions: temperature 4 celsius. Yields the product BrC=1C=C(C(=NC1)CCCCN1N=NC=2C1=NC=C(C2)CC=2C=NC=CC2)C (3-[4-(5-Bromo-3-methylpyrid-2-yl)butyl]-6-(pyrid-3-ylmethyl)-3H-1,2,3-Triazolo[5,4-b]pyridine). RXN SMILES: N([O-])=O.[Na+].[NH2:5][C:6]1[C:7]([NH:19][CH2:20][CH2:21][CH2:22][CH2:23][C:24]2[C:29]([CH3:30])=[CH:28][C:27]([Br:31])=[CH:26][N:25]=2)=[N:8][CH:9]=[C:10]([CH2:12][C:13]2[CH:14]=[N:15][CH:16]=[CH:17][CH:18]=2)[CH:11]=1.[OH-].[NH4+:33]>O.S(=O)(=O)(O)O>[Br:31][C:27]1[CH:28]=[C:29]([CH3:30])[C:24]([CH2:23][CH2:22][CH2:21][CH2:20][N:19]2[C:7]3=[N:8][CH:9]=[C:10]([CH2:12][C:13]4[CH:14]=[N:15][CH:16]=[CH:17][CH:18]=4)[CH:11]=[C:6]3[N:5]=[N:33]2)=[N:25][CH:26]=1 |f:0.1,3.4|. Procedure: Sodium nitrite (0.33 g) in water (20 ml) was added over 15 minutes to a solution of 3-amino-2-[4-(5-bromo-3-methylpyrid-2-yl)butylamino]-5-(pyrid-3-ylmethyl)pyridine (2.0 g) in molar sulphuric acid (100 ml) stirred at 4° C. The solution was then allowed to warm to room temperature, basified with concentrated ammonium hydroxide solution and extracted with chloroform (3×100 ml). The chloroform extracts were combined, dried over magnesium sulphate, and the solvent removed to give a product which wa... Starting materials: CC1=CC=C(C=C1)C(C1=C(C=CC=C1)N1CCCCC1)NC(=O)CC1=CC=C(C=CC(=O)O)C=C1 (4-[N-(α-(4-methyl-phenyl)-2-piperidino-benzyl)-aminocarbonylmethyl]-cinnamic acid), [H][H] (hydrogen). Reagents/catalysts: [Pd] (palladium). Solvent: CO (methanol). Product: CC1=CC=C(C=C1)C(C1=C(C=CC=C1)N1CCCCC1)NC(=O)CC1=CC=C(C=C1)CCC(=O)O (3-{4-[N-(α-(4-Methyl-phenyl)-2-piperidino-benzyl)-aminocarbonylmethyl]-phenyl}-propionic acid). Reaction SMILES: [CH3:1][C:2]1[CH:7]=[CH:6][C:5]([CH:8]([NH:21][C:22]([CH2:24][C:25]2[CH:35]=[CH:34][C:28]([CH:29]=[CH:30][C:31]([OH:33])=[O:32])=[CH:27][CH:26]=2)=[O:23])[C:9]2[CH:14]=[CH:13][CH:12]=[CH:11][C:10]=2[N:15]2[CH2:20][CH2:19][CH2:18][CH2:17][CH2:16]2)=[CH:4][CH:3]=1.[H][H]>CO.[Pd]>[CH3:1][C:2]1[CH:7]=[CH:6][C:5]([CH:8]([NH:21][C:22]([CH2:24][C:25]2[CH:26]=[CH:27][C:28]([CH2:29][CH2:30][C:31]([OH:33])=[O:32])=[CH:34][CH:35]=2)=[O:23])[C:9]2[CH:14]=[CH:13][CH:12]=[CH:11][C:10]=2[N:15]2[CH2:20][CH2:19][CH2:18][CH2:17][CH2:16]2)=[CH:4][CH:3]=1. Procedure details: An amount of 0.91 gm (2 m mol) of 4-[N-(α-(4-methyl-phenyl)-2-piperidino-benzyl)-aminocarbonylmethyl]-cinnamic acid was dissolved in 50 ml of methanol, and, after the addition of 0.5 gm of palladium (10% on charcoal), the mixture was catalytically hydrogenated at ambient temperature under a hydrogen pressure of 3 bar. After the hydrogen uptake ended, the catalyst was filtered off and recrystallized from a small amount of acetonitrile. The reactants are COC(=O)c1ccc(-c2nn(-c3ccccc3)c3cc[se]c23)o1, CCOC(C)=O, [Na+], [OH-], O. Yields the product O=C(O)c1ccc(-c2nn(-c3ccccc3)c3cc[se]c23)o1. RXN SMILES: [CH3:1][O:2][C:3](=[O:4])[c:5]1[cH:6][cH:7][c:8](-[c:10]2[c:11]3[c:12]([n:13](-[c:15]4[cH:16][cH:17][cH:18][cH:19][cH:20]4)[n:14]2)[cH:21][cH:22][se:23]3)[o:9]1.[CH3:24][CH2:25][O:26][C:27](=[O:28])[CH3:29].[Na+:32].[OH-:31].[OH2:30]>>[O:2]=[C:3]([OH:4])[c:5]1[cH:6][cH:7][c:8](-[c:10]2[c:11]3[c:12]([n:13](-[c:15]4[cH:16][cH:17][cH:18][cH:19][cH:20]4)[n:14]2)[cH:21][cH:22][se:23]3)[o:9]1.